This data is from the Open Reaction Database (ORD), a public repository of structured organic reaction records. The task is: describe an organic reaction: reactants, conditions, products, and yield Reactants: O=C(Cl)c1ccccc1, CO, ClCCl, Cl, CCOC(=O)CCN(C(=O)c1ccc2c(c1)nc(CCc1ccc(C(=N)N)cc1)n2C)c1ccccn1. Yields the product CCOC(=O)CCN(C(=O)c1ccc2c(c1)nc(CCc1ccc(C(=N)NC(=O)c3ccccc3)cc1)n2C)c1ccccn1. Reaction SMILES: [C:39]([c:40]1[cH:41][cH:42][cH:43][cH:44][cH:45]1)(=[O:46])[Cl:47].[CH3:48][OH:49].[Cl:50][CH2:51][Cl:52].[ClH:1].[n:2]1[c:3]([N:8]([C:9](=[O:10])[c:11]2[cH:12][c:13]3[c:14]([n:15]([CH3:29])[c:16]([CH2:18][CH2:19][c:20]4[cH:21][cH:22][c:23]([C:26]([NH2:27])=[NH:28])[cH:24][cH:25]4)[n:17]3)[cH:30][cH:31]2)[CH2:32][CH2:33][C:34](=[O:35])[O:36][CH2:37][CH3:38])[cH:4][cH:5][cH:6][cH:7]1>>[n:2]1[c:3]([N:8]([C:9](=[O:10])[c:11]2[cH:12][c:13]3[c:14]([n:15]([CH3:29])[c:16]([CH2:18][CH2:19][c:20]4[cH:21][cH:22][c:23]([C:26](=[NH:27])[NH:28][C:39]([c:40]5[cH:41][cH:42][cH:43][cH:44][cH:45]5)=[O:46])[cH:24][cH:25]4)[n:17]3)[cH:30][cH:31]2)[CH2:32][CH2:33][C:34](=[O:35])[O:36][CH2:37][CH3:38])[cH:4][cH:5][cH:6][cH:7]1. Reactants: CCOC(=O)c1cn(CC)c2c(F)c(Br)c(F)cc2c1=O, C1CCCCC1, CCOCC, [Cl-], [Cl-], [Li]c1ccccc1, C1CCOC1, O, [Pd], [Zn+2], c1ccc(P(c2ccccc2)c2ccccc2)cc1, c1ccc(P(c2ccccc2)c2ccccc2)cc1, c1ccc(P(c2ccccc2)c2ccccc2)cc1, c1ccc(P(c2ccccc2)c2ccccc2)cc1. Product: CCOC(=O)c1cn(CC)c2c(F)c(-c3ccccc3)c(F)cc2c1=O. Reaction SMILES: [Br:19][c:20]1[c:21]([F:39])[cH:22][c:23]2[c:24](=[O:38])[c:25]([C:33](=[O:34])[O:35][CH2:36][CH3:37])[cH:26][n:27]([CH2:31][CH3:32])[c:28]2[c:29]1[F:30].[CH2:13]1[CH2:14][CH2:15][CH2:16][CH2:17][CH2:18]1.[CH2:8]([O:9][CH2:10][CH3:11])[CH3:12].[Cl-:46].[Cl-:48].[Li:1][c:2]1[cH:3][cH:4][cH:5][cH:6][cH:7]1.[O:41]1[CH2:42][CH2:43][CH2:44][CH2:45]1.[OH2:40].[Pd:125].[Zn+2:47].[c:106]1([P:107]([c:108]2[cH:109][cH:110][cH:111][cH:112][cH:113]2)[c:114]2[cH:115][cH:116][cH:117][cH:118][cH:119]2)[cH:120][cH:121][cH:122][cH:123][cH:124]1.[c:49]1([P:50]([c:51]2[cH:52][cH:53][cH:54][cH:55][cH:56]2)[c:57]2[cH:58][cH:59][cH:60][cH:61][cH:62]2)[cH:63][cH:64][cH:65][cH:66][cH:67]1.[c:68]1([P:69]([c:70]2[cH:71][cH:72][cH:73][cH:74][cH:75]2)[c:76]2[cH:77][cH:78][cH:79][cH:80][cH:81]2)[cH:82][cH:83][cH:84][cH:85][cH:86]1.[c:87]1([P:88]([c:89]2[cH:90][cH:91][cH:92][cH:93][cH:94]2)[c:95]2[cH:96][cH:97][cH:98][cH:99][cH:100]2)[cH:101][cH:102][cH:103][cH:104][cH:105]1>>[c:2]1(-[c:20]2[c:21]([F:39])[cH:22][c:23]3[c:24](=[O:38])[c:25]([C:33](=[O:34])[O:35][CH2:36][CH3:37])[cH:26][n:27]([CH2:31][CH3:32])[c:28]3[c:29]2[F:30])[cH:3][cH:4][cH:5][cH:6][cH:7]1. The reactants are ClS(=O)(=O)C1=CC=C(OCC(=O)N)C=C1 (2-[4-(chlorosulfonyl)phenoxy]acetamide), COC1=CC(=C(N)C=C1)[N+](=O)[O-] (4-methoxy-2-nitroaniline). Solvent: N1=CC=CC=C1 (pyridine). Run at time 8 hour. Product: COC1=CC(=C(C=C1)NS(=O)(=O)C1=CC=C(OCC(=O)N)C=C1)[N+](=O)[O-] (2-(4-(4-methoxy-2-nitrophenylaminosulfonyl)phenoxy)acetamide). Isolated yield 68.0%. RXN SMILES: Cl[S:2]([C:5]1[CH:15]=[CH:14][C:8]([O:9][CH2:10][C:11]([NH2:13])=[O:12])=[CH:7][CH:6]=1)(=[O:4])=[O:3].[CH3:16][O:17][C:18]1[CH:24]=[CH:23][C:21]([NH2:22])=[C:20]([N+:25]([O-:27])=[O:26])[CH:19]=1>N1C=CC=CC=1>[CH3:16][O:17][C:18]1[CH:24]=[CH:23][C:21]([NH:22][S:2]([C:5]2[CH:15]=[CH:14][C:8]([O:9][CH2:10][C:11]([NH2:13])=[O:12])=[CH:7][CH:6]=2)(=[O:4])=[O:3])=[C:20]([N+:25]([O-:27])=[O:26])[CH:19]=1. Reported procedure: Solid 2-[4-(chlorosulfonyl)phenoxy]acetamide (Intermediate A91, 65.87 g, 0.264 mol) was added to a solution of 4-methoxy-2-nitroaniline (27.72 g, 0.165 mol) in pyridine (500 mL) at room temperature under argon. The resulting mixture was stirred at room temperature overnight. The reaction mixture was concentrated under reduced pressure. To the residue was added 0.5 M hydrochloric acid (1000 mL) and stirred for 30 min. The orange solid was collected and recrystallized from acetone to give 42.8 g (... Yields the product ClC1=NC(=NC(=N1)OC1=CC=CC=C1)OC1=CC=CC=C1 (2-Chloro-4,6-diphenoxy-s-triazine). Solvent: C(C)(=O)OCC (ethyl acetate), O (water). Reported procedure: A 2-liter reaction flask equipped with a magnetic stirrer and a condenser is charged with 92.2 g (0.50 mol) of cyan uric chloride, 84 g (1.0 mol) of sodium bicarbonate and 400 mL of toluene. The suspension is brought to 50° C. and 94 g (1.0 mol) of phenol are added in small portions. The mixture is refluxed for ten hours and then allowed to cool to room temperature. Portions of water and ethyl acetate (300 mL each) are added and the mixture is then filtered. The phases are separated and the orga... Starting materials: N1=C(Cl)N=C(Cl)N=C1Cl (cyan uric chloride), C([O-])(O)=O.[Na+] (sodium bicarbonate), C1(=CC=CC=C1)C (toluene), C1(=CC=CC=C1)O (phenol). RXN SMILES: [N:1]1[C:8](Cl)=[N:7][C:5](Cl)=[N:4][C:2]=1[Cl:3].[C:10](=[O:13])(O)[O-].[Na+].[C:15]1(C)[CH:20]=[CH:19]C=[CH:17][CH:16]=1.[C:22]1([OH:28])[CH:27]=[CH:26][CH:25]=[CH:24][CH:23]=1>C(OCC)(=O)C.O>[Cl:3][C:2]1[N:4]=[C:5]([O:28][C:22]2[CH:27]=[CH:26][CH:25]=[CH:24][CH:23]=2)[N:7]=[C:8]([O:13][C:10]2[CH:19]=[CH:20][CH:15]=[CH:16][CH:17]=2)[N:1]=1 |f:1.2|. Reactants: O=C1C(NC=2C=CC3=C(C2N1)CC(C3)C(=O)O)=O (2,3-dioxo-2,3,4,7,8,9-hexahydro-1H-cyclopenta[f]quinoxaline-8-carboxylic acid), [N+](=O)(O)[O-] (nitric acid). Run in FC(C(=O)O)(F)F (trifluoroacetic acid). Conditions: temperature 0 celsius, time 3 hour. The product is [N+](=O)([O-])C=1C2=C(C=3NC(C(NC3C1)=O)=O)CC(C2)C(=O)O (6-Nitro-2,3,-dioxo-2,3,4,7,8,9-hexahydro-1H-cyclopenta[f]quinoxaline-8-carboxylic acid). Reaction SMILES: [O:1]=[C:2]1[NH:11][C:10]2[C:9]3[CH2:12][CH:13]([C:15]([OH:17])=[O:16])[CH2:14][C:8]=3[CH:7]=[CH:6][C:5]=2[NH:4][C:3]1=[O:18].[N+:19]([O-])([OH:21])=[O:20]>FC(F)(F)C(O)=O>[N+:19]([C:7]1[C:8]2[CH2:14][CH:13]([C:15]([OH:17])=[O:16])[CH2:12][C:9]=2[C:10]2[NH:11][C:2](=[O:1])[C:3](=[O:18])[NH:4][C:5]=2[CH:6]=1)([O-:21])=[O:20]. Procedure details: A mixture of 2,3-dioxo-2,3,4,7,8,9-hexahydro-1H-cyclopenta[f]quinoxaline-8-carboxylic acid (4 g, 16 mmol) in trifluoroacetic acid (75 mL) was cooled to 0° C. and then treated with fuming nitric acid (5 mL). After stirring in an ice bath for 3 h, the mixture was warmed to room temperature for 1 h, the solvent evaporated, and the residue was suspended in water. A solid precipitate was collected by filtration, washed with ether and dried in vacuo (4 g). Calc'd for C12H9N3 O6.0.5 H2O: C, 48.00; H, 3...